This data is from the Open Reaction Database (ORD), a public repository of structured organic reaction records. The task is: describe an organic reaction: reactants, conditions, products, and yield Reactants: CC(=O)O, FC(F)=CCCSc1ncc(Cl)s1, [Na+], [OH-], O, OO. The product is O=S(=O)(CCC=C(F)F)c1ncc(Cl)s1. RXN SMILES: [CH3:16][C:17]([OH:18])=[O:19].[Cl:3][c:4]1[cH:5][n:6][c:7]([S:9][CH2:10][CH2:11][CH:12]=[C:13]([F:14])[F:15])[s:8]1.[Na+:21].[OH-:20].[OH2:22].[OH:1][OH:2]>>[Cl:3][c:4]1[cH:5][n:6][c:7]([S:9]([CH2:10][CH2:11][CH:12]=[C:13]([F:14])[F:15])(=[O:18])=[O:20])[s:8]1. Starting materials: FC(C(CC(C(C)(C)C)=O)=O)(F)F (1,1,1-trifluoro-5,5,-dimethyl-2,4-hexanedione), [O-]CC.[Na+] (sodium ethoxide), S1C(NC2=C1C=CC=C2)=C(C(=N)N)C#N (2-[Benzothiazol-2(3H)-ylidene]-2-cyanoacetamidine). Run in CC(OCC)=O (EA), CS(=O)C (dimethylsulfoxide). Run at temperature 180 celsius. Yields the product S1C(NC2=C1C=CC=C2)=C(C#N)C2=NC(=CC(=N2)C(C)(C)C)C(F)(F)F (2-[benzothiazol-2(3H)-ylidene]-2-[4-tert-butyl-6-(trifluoromethyl)pyrimidin-2-yl]acetonitrile). As a reaction SMILES: [S:1]1[C:5]2[CH:6]=[CH:7][CH:8]=[CH:9][C:4]=2[NH:3][C:2]1=[C:10]([C:14]#[N:15])[C:11]([NH2:13])=[NH:12].[F:16][C:17]([F:28])([F:27])[C:18](=O)[CH2:19][C:20](=O)[C:21]([CH3:24])([CH3:23])[CH3:22].[O-]CC.[Na+]>CS(C)=O.CC(=O)OCC>[S:1]1[C:5]2[CH:6]=[CH:7][CH:8]=[CH:9][C:4]=2[NH:3][C:2]1=[C:10]([C:11]1[N:13]=[C:20]([C:21]([CH3:22])([CH3:23])[CH3:24])[CH:19]=[C:18]([C:17]([F:16])([F:27])[F:28])[N:12]=1)[C:14]#[N:15] |f:2.3|. Reported procedure: 2-[Benzothiazol-2(3H)-ylidene]-2-cyanoacetamidine (0.2 g, 0.92 mmol) was dissolved in dimethylsulfoxide (1 mL), and 1,1,1-trifluoro-5,5,-dimethyl-2,4-hexanedione (320 μL, 1.84 mmol) and sodium ethoxide (0.6 mL of 21 wt % solution in ethanol, 1.84 mmol) were added. The solution was heated to 180° C. under microwave irradiation for 20 min, dissolved in EA, and washed with 1N hydrochloric acid and then water. Removal of the solvent gave 2-[benzothiazol-2(3H)-ylidene]-2-[4-tert-butyl-6-(trifluoromet... Starting materials: C1(=CC=CC=C1)C=1C(=C(NC1C1=CC=CC=C1)C(=O)O)C(=O)O (4,5-diphenylpyrrole-2,3-dicarboxylic acid). Run in N1=CC=CC2=CC=CC=C12 (quinoline), N1=CC=CC2=CC=CC=C12 (quinoline). The product is C1(=CC=CC=C1)C=1NC=CC1C1=CC=CC=C1 (2,3-diphenylpyrrole). RXN SMILES: [C:1]1([C:7]2[C:8](C(O)=O)=[C:9](C(O)=O)[NH:10][C:11]=2[C:12]2[CH:17]=[CH:16][CH:15]=[CH:14][CH:13]=2)[CH:6]=[CH:5][CH:4]=[CH:3][CH:2]=1>N1C2C(=CC=CC=2)C=CC=1>[C:12]1([C:11]2[NH:10][CH:9]=[CH:8][C:7]=2[C:1]2[CH:6]=[CH:5][CH:4]=[CH:3][CH:2]=2)[CH:13]=[CH:14][CH:15]=[CH:16][CH:17]=1. Procedure: A mixture of 20 g (0.065 mole) of 4,5-diphenylpyrrole-2,3-dicarboxylic acid in 80 ml quinoline was heated at reflux in an oil bath (bath ~230°) until gas evolution stopped (approx. one-half hour). The reaction mixture was cooled and most of the quinoline was removed by distillation (bp 58° @ 0.2 mm). The partially crystalline residue was chromatographed on 300 g Silic AR CC-7, eluting with toluene to give 12 g (85%) of faintly pink 2,3-diphenylpyrrole which could be further purified by recrystal... Reactants: C=CC(=O)Nc1ccc(CN(C(CC(C)C)C(N)=O)S(=O)(=O)c2ccc(Cl)cc2)cc1, C1CCNCC1, Cc1ccccc1. Product: CC(C)CC(C(N)=O)N(Cc1ccc(NC(=O)CCN2CCCCC2)cc1)S(=O)(=O)c1ccc(Cl)cc1. RXN SMILES: [C:1]([NH2:2])(=[O:3])[CH:4]([CH2:5][CH:6]([CH3:7])[CH3:8])[N:9]([S:10](=[O:11])(=[O:12])[c:13]1[cH:14][cH:15][c:16]([Cl:19])[cH:17][cH:18]1)[CH2:20][c:21]1[cH:22][cH:23][c:24]([NH:27][C:28]([CH:29]=[CH2:30])=[O:31])[cH:25][cH:26]1.[CH2:32]1[CH2:33][CH2:34][NH:35][CH2:36][CH2:37]1.[CH3:38][c:39]1[cH:40][cH:41][cH:42][cH:43][cH:44]1>>[C:1]([NH2:2])(=[O:3])[CH:4]([CH2:5][CH:6]([CH3:7])[CH3:8])[N:9]([S:10](=[O:11])(=[O:12])[c:13]1[cH:14][cH:15][c:16]([Cl:19])[cH:17][cH:18]1)[CH2:20][c:21]1[cH:22][cH:23][c:24]([NH:27][C:28]([CH2:29][CH2:30][N:35]2[CH2:34][CH2:33][CH2:32][CH2:37][CH2:36]2)=[O:31])[cH:25][cH:26]1. Reactants: C(=O)(O)[O-].[Na+] (NaHCO3), COC=1C=C(C=CC1OC)NC(=N)N (1-(3,4-dimethoxyphenyl)guanidine), ClC=1C=CC2=C(N(C(CC(C2=O)=CN(C)C)=O)CCCN2C(C3=CC=CC=C3C2=O)=O)C1 (8-chloro-4-((dimethylamino)-methylene)-1-(3-(1,3-dioxoisoindolin-2-yl)propyl)-3,4-dihydro-1H-benzo[b]azepine-2,5-dione). Yields the product ClC=1C=CC2=C(N(C(CC3=C2N=C(N=C3)NC3=CC(=C(C=C3)OC)OC)=O)CCCN3C(C2=CC=CC=C2C3=O)=O)C1 (2-{3-[9-Chloro-2-(3,4-dimethoxy-phenylamino)-6-oxo-5,6-dihydro benzo[b]pyrimido[4,5-d]azepin-7-yl]-propyl}-isoindole-1,3-dione). RXN SMILES: C([O-])(O)=O.[Na+].[CH3:6][O:7][C:8]1[CH:9]=[C:10]([NH:16][C:17]([NH2:19])=[NH:18])[CH:11]=[CH:12][C:13]=1[O:14][CH3:15].[Cl:20][C:21]1[CH:22]=[CH:23][C:24]2[C:30](=O)[C:29](=[CH:32]N(C)C)[CH2:28][C:27](=[O:36])[N:26]([CH2:37][CH2:38][CH2:39][N:40]3[C:48](=[O:49])[C:47]4[C:42](=[CH:43][CH:44]=[CH:45][CH:46]=4)[C:41]3=[O:50])[C:25]=2[CH:51]=1>>[Cl:20][C:21]1[CH:22]=[CH:23][C:24]2[C:30]3[N:18]=[C:17]([NH:16][C:10]4[CH:11]=[CH:12][C:13]([O:14][CH3:15])=[C:8]([O:7][CH3:6])[CH:9]=4)[N:19]=[CH:32][C:29]=3[CH2:28][C:27](=[O:36])[N:26]([CH2:37][CH2:38][CH2:39][N:40]3[C:41](=[O:50])[C:42]4[C:47](=[CH:46][CH:45]=[CH:44][CH:43]=4)[C:48]3=[O:49])[C:25]=2[CH:51]=1 |f:0.1|. Procedure: In a manner similar to that described for method I (NaHCO3 used instead of K2CO3), 1-(3,4-dimethoxyphenyl)guanidine and 8-chloro-4-((dimethylamino)-methylene)-1-(3-(1,3-dioxoisoindolin-2-yl)propyl)-3,4-dihydro-1H-benzo[b]azepine-2,5-dione (I-40-b) were converted to I-40-c and carried on crude: MS m/z=584 (M+H). Reactants: C(C)(=O)SC\C(\C(=O)O)=C/C1=CC=C(C=C1)OCCC ((Z)-2-acetylthiomethyl-3-(4-propoxyphenyl)propenoic acid), NCCC(=O)OCC1=CC=CC=C1 (benzyl β-alaninate). The product is O=C(/C(=C/C1=CC=C(C=C1)OCCC)/CSC(C)=O)NCCC(=O)OCC1=CC=CC=C1 (benzyl N-(Z)-[1-oxo-2-(acetylthiomethyl)-3-(4-propoxyphenyl)propenyl]-β-alaninate). Reaction SMILES: [C:1]([S:4][CH2:5]/[C:6](=[CH:10]\[C:11]1[CH:16]=[CH:15][C:14]([O:17][CH2:18][CH2:19][CH3:20])=[CH:13][CH:12]=1)/[C:7]([OH:9])=O)(=[O:3])[CH3:2].[NH2:21][CH2:22][CH2:23][C:24]([O:26][CH2:27][C:28]1[CH:33]=[CH:32][CH:31]=[CH:30][CH:29]=1)=[O:25]>>[O:9]=[C:7]([NH:21][CH2:22][CH2:23][C:24]([O:26][CH2:27][C:28]1[CH:33]=[CH:32][CH:31]=[CH:30][CH:29]=1)=[O:25])/[C:6](/[CH2:5][S:4][C:1](=[O:3])[CH3:2])=[CH:10]/[C:11]1[CH:16]=[CH:15][C:14]([O:17][CH2:18][CH2:19][CH3:20])=[CH:13][CH:12]=1. Procedure: The (Z)-2-acetylthiomethyl-3-(4-propoxyphenyl)propenoic acid obtained in step C is coupled with benzyl β-alaninate according to the experimental procedure described in Example 1 (step D). The reactants are O=C([O-])[O-], C1CCOC1, CO, Cl, COC(=O)C1=Cc2cc(OCc3ccc(F)cc3)ccc2S(=O)(=O)CC1, [K+], [K+]. Product: O=C(O)C1=Cc2cc(OCc3ccc(F)cc3)ccc2S(=O)(=O)CC1. Reaction SMILES: [C:27](=[O:28])([O-:29])[O-:30].[CH2:34]1[O:35][CH2:36][CH2:37][CH2:38]1.[CH3:39][OH:40].[ClH:33].[F:1][c:2]1[cH:3][cH:4][c:5]([CH2:6][O:7][c:8]2[cH:9][cH:10][c:11]3[c:12]([cH:24]2)[CH:13]=[C:14]([C:20](=[O:21])[O:22][CH3:23])[CH2:15][CH2:16][S:17]3(=[O:18])=[O:19])[cH:25][cH:26]1.[K+:31].[K+:32]>>[F:1][c:2]1[cH:3][cH:4][c:5]([CH2:6][O:7][c:8]2[cH:9][cH:10][c:11]3[c:12]([cH:24]2)[CH:13]=[C:14]([C:20](=[O:21])[OH:22])[CH2:15][CH2:16][S:17]3(=[O:18])=[O:19])[cH:25][cH:26]1.